This data is from the Open Reaction Database (ORD), a public repository of structured organic reaction records. The task is: describe an organic reaction: reactants, conditions, products, and yield The reactants are FC(C(F)(F)F)(OC1=CC=C(C=C1)N1N=C(N=C1)C1=CC=C(C=C1)CC(=O)N=[N+]=[N-])F (2-(4-(1-(4-(perfluoroethoxy)phenyl)-1H-1,2,4-triazol-3-yl)phenyl)acetyl azide), C(C)#N (acetonitrile), C(C)(C)C1=C(N)C=CC=C1 (2-isopropylaniline), C([O-])([O-])=O.[Cs+].[Cs+] (cesium carbonate). Run at temperature 70 celsius. The product is C(C)(C)C1=C(C=CC=C1)NC(=O)NCC1=CC=C(C=C1)C1=NN(C=N1)C1=CC=C(C=C1)OC(C(F)(F)F)(F)F (1-(2-isopropylphenyl)-3-(4-(1-(4-(perfluoroethoxy)phenyl)-1H-1,2,4-triazol-3-yl)benzyl)urea). Isolated yield 22.0%. RXN SMILES: [F:1][C:2]([F:31])([O:7][C:8]1[CH:13]=[CH:12][C:11]([N:14]2[CH:18]=[N:17][C:16]([C:19]3[CH:24]=[CH:23][C:22]([CH2:25]C(N=[N+]=[N-])=O)=[CH:21][CH:20]=3)=[N:15]2)=[CH:10][CH:9]=1)[C:3]([F:6])([F:5])[F:4].[CH:32]([C:35]1[CH:41]=[CH:40][CH:39]=[CH:38][C:36]=1[NH2:37])([CH3:34])[CH3:33].[C:42](=[O:45])([O-])[O-].[Cs+].[Cs+].C(#[N:50])C>>[CH:32]([C:35]1[CH:41]=[CH:40][CH:39]=[CH:38][C:36]=1[NH:37][C:42]([NH:50][CH2:25][C:22]1[CH:21]=[CH:20][C:19]([C:16]2[N:17]=[CH:18][N:14]([C:11]3[CH:12]=[CH:13][C:8]([O:7][C:2]([F:1])([F:31])[C:3]([F:6])([F:5])[F:4])=[CH:9][CH:10]=3)[N:15]=2)=[CH:24][CH:23]=1)=[O:45])([CH3:34])[CH3:33] |f:2.3.4|. Procedure details: To a 20 mL vial, 2-(4-(1-(4-(perfluoroethoxy)phenyl)-1H-1,2,4-triazol-3-yl)phenyl)acetyl azide (0.100 g, 0.228 mmol) was suspended in acetonitrile (1.5 mL). The suspension was stirred in a pre-heated heating block at 70° C. for 2 hours. The suspension was cooled to room temperature, then 2-isopropylaniline (0.0339 g, 0.251 mmol) and cesium carbonate (0.0890 g, 0.274 mmol) were added. The reaction was allowed to stir for overnight at room temperature. The reaction was filtered through a fritted f... Reactants: CN(CCN1C(CCC2=CC(=CC(=C12)F)[N+](=O)[O-])=O)C (1-(2-(Dimethylamino)ethyl)-8-fluoro-6-nitro-3,4-dihydroquinolin-2(1H)-one), C1CCOC1 (THF). Conditions: temperature 0 celsius. Yields the product FC=1C=C(C=C2CCCN(C12)CCN(C)C)[N+](=O)[O-] (2-(8-Fluoro-6-nitro-3,4-dihydroquinolin-1(2H)-yl)-N,N-dimethylethanamine). RXN SMILES: [CH3:1][N:2]([CH3:20])[CH2:3][CH2:4][N:5]1[C:14]2[C:9](=[CH:10][C:11]([N+:16]([O-:18])=[O:17])=[CH:12][C:13]=2[F:15])[CH2:8][CH2:7][C:6]1=O.C1COCC1>>[F:15][C:13]1[CH:12]=[C:11]([N+:16]([O-:18])=[O:17])[CH:10]=[C:9]2[C:14]=1[N:5]([CH2:4][CH2:3][N:2]([CH3:1])[CH3:20])[CH2:6][CH2:7][CH2:8]2. Procedure: 1-(2-(Dimethylamino)ethyl)-8-fluoro-6-nitro-3,4-dihydroquinolin-2(1H)-one (600 mg, 2.13 mmol) was added to a round bottom flask equipped with a stir bar. The flask was sealed and purged with argon. Borane.THF (1M solution in THF, 21.3 mL, 21.3 mmol) was added to the starting material and stirred to dissolve. The reaction mixture was heated to reflux overnight. The reaction was cooled to 0° C. and then quenched with methanol (20 mL). The mixture was then concentrated in vacuo, redissolved in meth... Reactants: compound 47a, C(C)OC(C(CC(C)C)C=1C=C(C=C(C1)C1CN(CCC1)CC1=CC=C(C=C1)OC(F)(F)F)C1=CC=C(C=C1)C(F)(F)F)=O (4-Methyl-2-{5-[1-(4-trifluoromethoxy-benzyl)-piperidin-3-yl]-4′-trifluoromethyl-biphenyl-3-yl}-pentanoic acid ethyl ester), [OH-].[K+] (KOH). The solvent is CCO (EtOH). Conditions: temperature 78 celsius. Yields the product CC(CC(C(=O)O)C=1C=C(C=C(C1)C1CN(CCC1)CC1=CC=C(C=C1)OC(F)(F)F)C1=CC=C(C=C1)C(F)(F)F)C (4-Methyl-2-{5-[1-(4-trifluoromethoxy-benzyl)-piperidin-3-yl]-4′-trifluoromethyl-biphenyl-3-yl}-pentanoic acid). RXN SMILES: C([O:3][C:4](=[O:44])[CH:5]([C:10]1[CH:11]=[C:12]([C:34]2[CH:39]=[CH:38][C:37]([C:40]([F:43])([F:42])[F:41])=[CH:36][CH:35]=2)[CH:13]=[C:14]([CH:16]2[CH2:21][CH2:20][CH2:19][N:18]([CH2:22][C:23]3[CH:28]=[CH:27][C:26]([O:29][C:30]([F:33])([F:32])[F:31])=[CH:25][CH:24]=3)[CH2:17]2)[CH:15]=1)[CH2:6][CH:7]([CH3:9])[CH3:8])C.[OH-].[K+]>CCO>[CH3:8][CH:7]([CH3:9])[CH2:6][CH:5]([C:10]1[CH:11]=[C:12]([C:34]2[CH:39]=[CH:38][C:37]([C:40]([F:43])([F:41])[F:42])=[CH:36][CH:35]=2)[CH:13]=[C:14]([CH:16]2[CH2:21][CH2:20][CH2:19][N:18]([CH2:22][C:23]3[CH:28]=[CH:27][C:26]([O:29][C:30]([F:32])([F:31])[F:33])=[CH:25][CH:24]=3)[CH2:17]2)[CH:15]=1)[C:4]([OH:44])=[O:3] |f:1.2|. Reported procedure: To compound 47a, 4-Methyl-2-{5-[1-(4-trifluoromethoxy-benzyl)-piperidin-3-yl]-4′-trifluoromethyl-biphenyl-3-yl}-pentanoic acid ethyl ester (67.3 mg, 0.10 mmol) in EtOH (5.2 ml) was added 2M KOH (0.52 ml, 1.04 mmol). The reaction was heated to 78° C. for 1.5 hour, cooled to room temperature, and concentrated in vacuo. Purification via Gilson HPLC, salt exchange with 1N HCl (aqueous) gave the product as a white lyophilate, (41 mg, 63%). 1H NMR (300 MHz, MeOD) δ ppm 0.90-0.96 (m, 6 H) 1.50 (tt, J=1... Starting materials: CN1C=C2C3(C1)C1=C(C(C4=C2C=CC=C4)C3)C=CC=C1 (2-methyl-2,3-dihydro-8H-3a, 8-methanodibenzo[3,4:6,7]cyclohepta[1,2-c]pyrrole), [H][H] (hydrogen). Reagents/catalysts: [Pd] (palladium-on-charcoal). The solvent is C(C)(=O)O (acetic acid). Product: CN1CC2C3(C1)C1=C(C(C4=C2C=CC=C4)C3)C=CC=C1 (2-methyl-2,3,8,12b-tetrahydro-1H-3a,8-methanodibenzo[3,4:6,7]cyclohepta[1,2-c]pyrrole). The yield is 100.0%. RXN SMILES: [CH3:1][N:2]1[CH2:6][C:5]23[CH2:16][CH:9]([C:10]4[CH:15]=[CH:14][CH:13]=[CH:12][C:11]=4[C:4]2=[CH:3]1)[C:8]1[CH:17]=[CH:18][CH:19]=[CH:20][C:7]3=1.[H][H]>[Pd].C(O)(=O)C>[CH3:1][N:2]1[CH2:6][C:5]23[CH2:16][CH:9]([C:10]4[CH:15]=[CH:14][CH:13]=[CH:12][C:11]=4[CH:4]2[CH2:3]1)[C:8]1[CH:17]=[CH:18][CH:19]=[CH:20][C:7]3=1. Reported procedure: A mixture of 13.6 g of 2-methyl-2,3-dihydro-8H-3a, 8-methanodibenzo[3,4:6,7]cyclohepta[1,2-c]pyrrole, 100 ml of acetic acid and 2 g of 10% palladium-on-charcoal catalyst is shaken under 40 psi hydrogen pressure at room temperature until the pressure remains constant. The filtered mixture is concentrated, the residue is made basic and extracted several times with methylene chloride. Removal of the solvent from the dried extracts gives 13.7 g of 2-methyl-2,3,8,12b-tetrahydro-1H-3a,8-methanodibenzo... Starting materials: C(C)B1OCCO1 (2-ethyl-1,3,2-dioxaborolane), C(CO)O (ethane-1,2-diol). Conditions: time 30 minute. Product: O=C[C@H](O)[C@@H](O)[C@H](O)[C@H](O)CO (D-glucose). Isolated yield 72.0%. Reaction SMILES: C(B1[O:7][CH2:6][CH2:5][O:4]1)C.[CH2:8]([OH:11])[CH2:9][OH:10]>>[O:10]=[CH:9][C@@H:8]([C@H:5]([C@@H:6]([C@@H:6]([CH2:5][OH:4])[OH:7])[OH:7])[OH:4])[OH:11]. Procedure details: 20 ml of ethane-1,2-diol are added dropwise at 50° C. to 11 g of residue and at the same time the 2-ethyl-1,3,2-dioxaborolane formed is distilled off in vacuo (10 Torr). The excess ethane-1,2-diol is removed in vacuo (10-3Torr, bath 80° C.). Approximately 40 ml of hexane are added to the highly viscous residue, the mixture is stirred for about 30 minutes and the white glucose is filtered off. 5 g (72%) of pure D-glucose are obtained after drying, mp. 146° C.